Dataset: the Open Reaction Database (ORD), a public repository of structured organic reaction records. Task: describe an organic reaction: reactants, conditions, products, and yield Procedure: Next, the alkali-stable group was converted to a primary hydroxyl group in one of two representative alternative processes. Palladium (10%) on carbon (3.2 g) was added to a Pyrex® hydrogenation vessel and a solution of 5-(R)-acetoxy-1-benzyloxyhexane (65.5 g, 0.26 mole) in acetic acid (65 ml) was added under an argon atmosphere. The reaction vessel was filled with hydrogen gas (75 psi), shaken for five minutes, evacuated, and this process was repeated again and finally the reaction vessel was br... Run in C(C)(=O)O (acetic acid). Starting materials: [H][H] (hydrogen), [H][H] (hydrogen), C(C)(=O)O[C@@H](CCCCOCC1=CC=CC=C1)C (5-(R)-acetoxy-1-benzyloxyhexane), [H][H] (hydrogen). Isolated yield 95.6%. Reaction SMILES: [C:1]([O:4][C@H:5]([CH3:18])[CH2:6][CH2:7][CH2:8][CH2:9][O:10]CC1C=CC=CC=1)(=[O:3])[CH3:2].[H][H]>C(O)(=O)C.[Pd]>[C:1]([O:4][C@H:5]([CH3:18])[CH2:6][CH2:7][CH2:8][CH2:9][OH:10])(=[O:3])[CH3:2]. Reagents/catalysts: [Pd] (Palladium). Yields the product C(C)(=O)O[C@@H](CCCCO)C (5-(R)-acetoxy-1-hydroxyhexane). Run at time 5 minute. Starting materials: CC(=O)O, COc1cc([N+](=O)[O-])c2nccc(C)c2c1OCCCCCCCCc1ccccc1, O. The product is COc1cc(N)c2nccc(C)c2c1OCCCCCCCCc1ccccc1. RXN SMILES: [C:33]([OH:34])(=[O:35])[CH3:36].[CH3:1][O:2][c:3]1[c:4]([O:17][CH2:18][CH2:19][CH2:20][CH2:21][CH2:22][CH2:23][CH2:24][CH2:25][c:26]2[cH:27][cH:28][cH:29][cH:30][cH:31]2)[c:5]2[c:6]([CH3:16])[cH:7][cH:8][n:9][c:10]2[c:11]([N+:13]([O-:14])=[O:15])[cH:12]1.[OH2:32]>>[CH3:1][O:2][c:3]1[c:4]([O:17][CH2:18][CH2:19][CH2:20][CH2:21][CH2:22][CH2:23][CH2:24][CH2:25][c:26]2[cH:27][cH:28][cH:29][cH:30][cH:31]2)[c:5]2[c:6]([CH3:16])[cH:7][cH:8][n:9][c:10]2[c:11]([NH2:13])[cH:12]1. The yield is 45.0%. Reaction SMILES: [OH:1][CH:2]1[CH2:6][CH2:5][N:4]([C:7]([C:9]2[CH:14]=[C:13]([S:15]([CH3:18])(=[O:17])=[O:16])[CH:12]=[CH:11][C:10]=2[O:19][CH:20]([CH3:22])[CH3:21])=[O:8])[CH2:3]1.[F:23][C:24]1[CH:25]=[C:26](O)[CH:27]=[C:28]([C:30]([F:33])([F:32])[F:31])[CH:29]=1>>[F:23][C:24]1[CH:25]=[C:26]([CH:27]=[C:28]([C:30]([F:31])([F:32])[F:33])[CH:29]=1)[O:1][CH:2]1[CH2:6][CH2:5][N:4]([C:7]([C:9]2[CH:14]=[C:13]([S:15]([CH3:18])(=[O:17])=[O:16])[CH:12]=[CH:11][C:10]=2[O:19][CH:20]([CH3:22])[CH3:21])=[O:8])[CH2:3]1. Reactants: OC1CN(CC1)C(=O)C1=C(C=CC(=C1)S(=O)(=O)C)OC(C)C (rac-(3-hydroxy-pyrrolidin-1-yl)-(2-isopropoxy-5-methanesulfonyl-phenyl)-methanone), FC=1C=C(C=C(C1)C(F)(F)F)O (3-fluoro-5-(trifluoromethyl)phenol). The product is FC=1C=C(OC2CN(CC2)C(=O)C2=C(C=CC(=C2)S(=O)(=O)C)OC(C)C)C=C(C1)C(F)(F)F (Rac-[3-(3-Fluoro-5-trifluoromethyl-phenoxy)-pyrrolidin-1-yl]-(2-isopropoxy-5-methanesulfonyl-phenyl)-methanone). Procedure: Prepared in analogy to Example 4 from rac-(3-hydroxy-pyrrolidin-1-yl)-(2-isopropoxy-5-methanesulfonyl-phenyl)-methanone (Example 9(a)) and 3-fluoro-5-(trifluoromethyl)phenol. The crude material was purified by reversed phase HPLC (acetonitrile/water) to yield the title compound as an amorphous white solid (yield 45%). MS (m/e): 490.1 (M+H+, 100%). The reactants are Fc1nc(OCCN2CCOCC2)c(F)c(N2CCOCC2)c1F, NN, C1COCCO1. Yields the product NNc1nc(OCCN2CCOCC2)c(F)c(N2CCOCC2)c1F. As a reaction SMILES: [F:1][c:2]1[n:3][c:4]([O:16][CH2:17][CH2:18][N:19]2[CH2:20][CH2:21][O:22][CH2:23][CH2:24]2)[c:5]([F:15])[c:6]([N:9]2[CH2:10][CH2:11][O:12][CH2:13][CH2:14]2)[c:7]1[F:8].[NH2:25][NH2:26].[O:27]1[CH2:28][CH2:29][O:30][CH2:31][CH2:32]1>>[c:2]1([NH:25][NH2:26])[n:3][c:4]([O:16][CH2:17][CH2:18][N:19]2[CH2:20][CH2:21][O:22][CH2:23][CH2:24]2)[c:5]([F:15])[c:6]([N:9]2[CH2:10][CH2:11][O:12][CH2:13][CH2:14]2)[c:7]1[F:8]. Reactants: CC1(C)C=C(c2ccccn2)c2cc(C#N)ccc2O1, O=C(OO)c1cccc(Cl)c1, ClCCl. Product: CC1(C)C=C(c2cccc[n+]2[O-])c2cc(C#N)ccc2O1. Reaction SMILES: [CH3:12][C:13]1([CH3:31])[O:14][c:15]2[c:16]([cH:25][c:26]([C:29]#[N:30])[cH:27][cH:28]2)[C:17]([c:19]2[n:20][cH:21][cH:22][cH:23][cH:24]2)=[CH:18]1.[Cl:1][c:2]1[cH:3][cH:4][cH:5][c:6]([C:7]([O:8][OH:10])=[O:9])[cH:11]1.[Cl:32][CH2:33][Cl:34]>>[O-:9][n+:20]1[c:19]([C:17]2=[CH:18][C:13]([CH3:12])([CH3:31])[O:14][c:15]3[c:16]2[cH:25][c:26]([C:29]#[N:30])[cH:27][cH:28]3)[cH:24][cH:23][cH:22][cH:21]1. The reactants are B, C1CCOC1, CSC, O=Cc1cncc2ccccc12. The product is OCc1cncc2ccccc12. As a reaction SMILES: [BH3:16].[CH2:17]1[O:18][CH2:19][CH2:20][CH2:21]1.[CH3:13][S:14][CH3:15].[cH:1]1[n:2][cH:3][c:4]([CH:11]=[O:12])[c:5]2[cH:6][cH:7][cH:8][cH:9][c:10]12>>[cH:1]1[n:2][cH:3][c:4]([CH2:11][OH:12])[c:5]2[cH:6][cH:7][cH:8][cH:9][c:10]12.